This data is from the Open Reaction Database (ORD), a public repository of structured organic reaction records. The task is: describe an organic reaction: reactants, conditions, products, and yield Starting materials: CC(C)(C)ON=O, CC#N, Cl[Cu]Cl, Cl, CCOC(=O)c1c(C(F)F)nc(C(F)(F)F)c(C(=O)OCC)c1N, N#N. Yields the product CCOC(=O)c1c(C(F)F)nc(C(F)(F)F)c(C(=O)OCC)c1Cl. Reaction SMILES: [C:1]([O:2][N:3]=[O:4])([CH3:5])([CH3:6])[CH3:7].[CH3:35][C:36]#[N:37].[Cl:38][Cu:39][Cl:40].[ClH:34].[F:8][CH:9]([c:10]1[c:11]([C:26](=[O:27])[O:28][CH2:29][CH3:30])[c:12]([NH2:25])[c:13]([C:20](=[O:21])[O:22][CH2:23][CH3:24])[c:14]([C:16]([F:17])([F:18])[F:19])[n:15]1)[F:31].[N:32]#[N:33]>>[F:8][CH:9]([c:10]1[c:11]([C:26](=[O:27])[O:28][CH2:29][CH3:30])[c:12]([Cl:34])[c:13]([C:20](=[O:21])[O:22][CH2:23][CH3:24])[c:14]([C:16]([F:17])([F:18])[F:19])[n:15]1)[F:31]. The reactants are C(=O)(OCC1=CC=CC=C1)N1CC(CC1)C(=O)O (N-carbobenzyloxypyrrolidine-3-carboxylic acid), IC (iodomethane), C(O)([O-])=O.[K+] (potassium hydrogen carbonate). The solvent is CN(C)C=O (N,N′-dimethylformamide). Conditions: time 5 hour. Product: COC(=O)C1CN(CC1)C(=O)OCC1=CC=CC=C1 (N-carbobenzyloxypyrrolidine-3-carboxylic acid methyl ester). The yield is 98.8%. RXN SMILES: [C:1]([N:11]1[CH2:15][CH2:14][CH:13]([C:16]([OH:18])=[O:17])[CH2:12]1)([O:3][CH2:4][C:5]1[CH:10]=[CH:9][CH:8]=[CH:7][CH:6]=1)=[O:2].IC.[C:21](=O)([O-])O.[K+]>CN(C=O)C>[CH3:21][O:17][C:16]([CH:13]1[CH2:14][CH2:15][N:11]([C:1]([O:3][CH2:4][C:5]2[CH:10]=[CH:9][CH:8]=[CH:7][CH:6]=2)=[O:2])[CH2:12]1)=[O:18] |f:2.3|. Procedure details: To a solution of N-carbobenzyloxypyrrolidine-3-carboxylic acid (10.15 g, 40.72 mmol) and iodomethane (5.08 mL, 81.44 mmol) in N,N′-dimethylformamide (80 mL) was added powdered potassium hydrogen carbonate (8.15 g, 81.44 mmol) and the reaction mixture stirred at ambient temperature for 5 hours. The mixture was partitioned between ethyl acetate and brine and the organic phase washed with water and concentrated. The residue was purified by flash chromatography on silica gel using 5-50% ethyl acetat... The reactants are OCC1OC2(SC1)CC(CC2)CC(=O)OCC (ethyl 2-(hydroxymethyl)-1-oxa-4-thiaspiro[4.4]nonane-7-acetate), C1(=CC=C(C=C1)S(=O)(=O)Cl)C (p-toluenesulfonyl chloride). Solvent: CCOCC (ether), N1=CC=CC=C1 (pyridine). Run at time 2 hour. Yields the product CC1=CC=C(C=C1)S(=O)(=O)OCC1OC2(SC1)CC(CC2)CC(=O)OCC (ethyl 2-[[[(4-methylphenyl)sulfonyl]oxy]methyl]-1-oxa-4-thiaspiro[4.4]nonane-7-acetate). As a reaction SMILES: [OH:1][CH2:2][CH:3]1[CH2:7][S:6][C:5]2([CH2:11][CH2:10][CH:9]([CH2:12][C:13]([O:15][CH2:16][CH3:17])=[O:14])[CH2:8]2)[O:4]1.[C:18]1([CH3:28])[CH:23]=[CH:22][C:21]([S:24](Cl)(=[O:26])=[O:25])=[CH:20][CH:19]=1>N1C=CC=CC=1.CCOCC>[CH3:28][C:18]1[CH:23]=[CH:22][C:21]([S:24]([O:1][CH2:2][CH:3]2[CH2:7][S:6][C:5]3([CH2:11][CH2:10][CH:9]([CH2:12][C:13]([O:15][CH2:16][CH3:17])=[O:14])[CH2:8]3)[O:4]2)(=[O:26])=[O:25])=[CH:20][CH:19]=1. Procedure details: To a cold stirred solution of the product of Example O (2.60 g, 10 mmol) in pyridine (30 ml) is added p-toluenesulfonyl chloride (1.91 g, 10 mmol) in portions over 15 minutes. When the addition is completed the reaction is stirred at room temperature for 2 hrs. The reaction mixture is diluted with ether and washed with water, 0.5N aqueous sodium bisulfate solution, 5% aqueous sodium bicarbonate solution and water. The organic layer is dried over sodium sulfate, filtered, and the filtrate is conc... The reactants are BrCC1=CC=C(C=C1)C1=C(C=CC=C1)C#N (4-(bromomethyl)-2′-cyanobiphenyl), C(CCC)C1=NC2(C(N1)=O)CCCC2 (2-(n-butyl)-1,3-diazaspiro[4,4]non-1-ene-4-one), C1(=CC=CC=C1)C (toluene), C[O-].[Na+] (sodium methoxide). Solvent: C(C)(C)O (isopropyl alcohol), CN(C)C=O (DMF), O (water). Run at time 15 minute. Product: C(CCC)C1=NC2(C(N1CC1=CC=C(C=C1)C1=C(C=CC=C1)C#N)=O)CCCC2 (2-(n-butyl)-3-[[2′-(cyano)biphenyl-4-yl]methyl]-1,3-diazaspiro[4.4]non-1-en-4-one). As a reaction SMILES: [CH2:1]([C:5]1[NH:9][C:8](=[O:10])[C:7]2([CH2:14][CH2:13][CH2:12][CH2:11]2)[N:6]=1)[CH2:2][CH2:3][CH3:4].C1(C)C=CC=CC=1.C[O-].[Na+].Br[CH2:26][C:27]1[CH:32]=[CH:31][C:30]([C:33]2[CH:38]=[CH:37][CH:36]=[CH:35][C:34]=2[C:39]#[N:40])=[CH:29][CH:28]=1>C(O)(C)C.O.CN(C=O)C>[CH2:1]([C:5]1[N:9]([CH2:26][C:27]2[CH:28]=[CH:29][C:30]([C:33]3[CH:38]=[CH:37][CH:36]=[CH:35][C:34]=3[C:39]#[N:40])=[CH:31][CH:32]=2)[C:8](=[O:10])[C:7]2([CH2:14][CH2:13][CH2:12][CH2:11]2)[N:6]=1)[CH2:2][CH2:3][CH3:4] |f:2.3|. Reported procedure: A RB flask was charged with 2-(n-butyl)-1,3-diazaspiro[4,4]non-1-ene-4-one (7.0 g), toluene (70 ml), DMF (30 ml) and sodium methoxide (2.2 g) at room temperature and stirred for 15 min, followed by the addition of 4-(bromomethyl)-2′-cyanobiphenyl (10 g). The reaction mixture was stirred for 1 hour and then quenched by the addition of water (100 ml). The layers were separated and organic layer was evaporated to get oily residue. The obtained residue was taken in isopropyl alcohol (10 ml) and wate... Reactants: C1CCOC1, CCOC(=O)c1cc2sc(-c3ccccc3)cc2[nH]1, CO, [Li+], [OH-], O, O. The product is O=C(O)c1cc2sc(-c3ccccc3)cc2[nH]1. RXN SMILES: [CH2:23]1[O:24][CH2:25][CH2:26][CH2:27]1.[CH2:4]([CH3:5])[O:6][C:7](=[O:8])[c:9]1[cH:10][c:11]2[c:12]([nH:13]1)[cH:14][c:15](-[c:17]1[cH:18][cH:19][cH:20][cH:21][cH:22]1)[s:16]2.[CH3:29][OH:30].[Li+:2].[OH-:1].[OH2:28].[OH2:3]>>[O:6]=[C:7]([OH:8])[c:9]1[cH:10][c:11]2[c:12]([nH:13]1)[cH:14][c:15](-[c:17]1[cH:18][cH:19][cH:20][cH:21][cH:22]1)[s:16]2. Reactants: BrC1=CC(=C2C=NN(C2=C1)C)NC(=O)C=1N=C(SC1)CN1C[C@H](O[C@H](C1)C)C (N-(6-Bromo-1-methyl-1H-indazol-4-yl)-2-{[(2R,6S)-2,6-dimethyl-4-morpholinyl]methyl}-1,3-thiazole-4-carboxamide), FC1=C(C=CC(=C1)F)S(=O)(=O)NC=1C(=NC=C(C1)B1OC(C(O1)(C)C)(C)C)OC (2,4-difluoro-N-[2-(methyloxy)-5-(4,4,5,5-tetramethyl-1,3,2-dioxaborolan-2-yl)-3-pyridinyl]benzenesulfonamide), P(=O)([O-])([O-])[O-].[K+].[K+].[K+] (tripotassium phosphate). The reagents and catalysts are C1=CC=C(C=C1)P([C-]2C=CC=C2)C3=CC=CC=C3.C1=CC=C(C=C1)P([C-]2C=CC=C2)C3=CC=CC=C3.Cl[Pd]Cl.[Fe+2] (Pd(dppf)Cl2). Run in O1CCOCC1 (dioxane), C(=O)=O (cardice), O (water), O (water), O1CCOCC1 (1,4-dioxane). Run at temperature 100 celsius. Product: FC1=C(C=CC(=C1)F)S(=O)(=O)NC=1C=C(C=NC1OC)C1=CC(=C2C=NN(C2=C1)C)NC(=O)C=1N=C(SC1)CN1C[C@H](O[C@H](C1)C)C (N-{6-[5-{[(2,4-Difluorophenyl)sulfonyl]amino}-6-(methyloxy)-3-pyridinyl]-1-methyl-1H-indazol-4-yl}-2-{[(2R,6S)-2,6-dimethyl-4-morpholinyl]methyl}-1,3-thiazole-4-carboxamide). Yield: 25.7%. Reaction SMILES: Br[C:2]1[CH:10]=[C:9]2[C:5]([CH:6]=[N:7][N:8]2[CH3:11])=[C:4]([NH:12][C:13]([C:15]2[N:16]=[C:17]([CH2:20][N:21]3[CH2:26][C@H:25]([CH3:27])[O:24][C@H:23]([CH3:28])[CH2:22]3)[S:18][CH:19]=2)=[O:14])[CH:3]=1.[F:29][C:30]1[CH:35]=[C:34]([F:36])[CH:33]=[CH:32][C:31]=1[S:37]([NH:40][C:41]1[C:42]([O:56][CH3:57])=[N:43][CH:44]=[C:45](B2OC(C)(C)C(C)(C)O2)[CH:46]=1)(=[O:39])=[O:38].P([O-])([O-])([O-])=O.[K+].[K+].[K+]>O.O1CCOCC1.C(=O)=O.C1C=CC(P(C2C=CC=CC=2)[C-]2C=CC=C2)=CC=1.C1C=CC(P(C2C=CC=CC=2)[C-]2C=CC=C2)=CC=1.Cl[Pd]Cl.[Fe+2]>[F:29][C:30]1[CH:35]=[C:34]([F:36])[CH:33]=[CH:32][C:31]=1[S:37]([NH:40][C:41]1[CH:46]=[C:45]([C:2]2[CH:10]=[C:9]3[C:5]([CH:6]=[N:7][N:8]3[CH3:11])=[C:4]([NH:12][C:13]([C:15]3[N:16]=[C:17]([CH2:20][N:21]4[CH2:26][C@H:25]([CH3:27])[O:24][C@H:23]([CH3:28])[CH2:22]4)[S:18][CH:19]=3)=[O:14])[CH:3]=2)[CH:44]=[N:43][C:42]=1[O:56][CH3:57])(=[O:39])=[O:38] |f:2.3.4.5,9.10.11.12|. Procedure details: N-(6-Bromo-1-methyl-1H-indazol-4-yl)-2-{[(2R,6S)-2,6-dimethyl-4-morpholinyl]methyl}-1,3-thiazole-4-carboxamide (50 mg, 0.108 mmol), 2,4-difluoro-N-[2-(methyloxy)-5-(4,4,5,5-tetramethyl-1,3,2-dioxaborolan-2-yl)-3-pyridinyl]benzenesulfonamide (46 mg, 0.108 mmol), Pd(dppf)Cl2 (16 mg, 0.022 mmol) and tripotassium phosphate (69 mg, 0.323 mmol) were added to 1,4-dioxane (1 ml) and water (0.25 ml) then put in the microwave. The reaction mixture was heated at 100° C. for 20 min. The solvent was blown do... Starting materials: CC=1C=C(C=C(OCCCOC2=C3C(C(=O)NC3=O)=CC=C2)C1)OS(=O)(=O)C1=C(C=CC=C1)S(=O)(=O)N1CCN(CC1)C (3-[5-methyl-3-(2-(4-methylpiperazinylsulfonyl)phenylsulfonyloxy)phenoxy]propoxyphthalimide), CN (methylamine). Run in O1CCCC1 (tetrahydrofuran), C(C)O (ethanol), C(C)OCC (diethyl ether). Reaction conditions: time 4 hour. Product: CC=1C=C(C=C(OCCCON)C1)OS(=O)(=O)C1=C(C=CC=C1)S(=O)(=O)N1CCN(CC1)C (3-[5-Methyl-3-(2-(4-methylpiperazinylsulfonyl)phenylsulfonyloxy)phenoxy]propoxyamine). Yield: 90.5%. Reaction SMILES: [CH3:1][C:2]1[CH:3]=[C:4]([O:24][S:25]([C:28]2[CH:33]=[CH:32][CH:31]=[CH:30][C:29]=2[S:34]([N:37]2[CH2:42][CH2:41][N:40]([CH3:43])[CH2:39][CH2:38]2)(=[O:36])=[O:35])(=[O:27])=[O:26])[CH:5]=[C:6]([CH:23]=1)[O:7][CH2:8][CH2:9][CH2:10][O:11]C1C=CC=C2C(NC(=O)C=12)=O.C[NH2:45]>O1CCCC1.C(O)C.C(OCC)C>[CH3:1][C:2]1[CH:3]=[C:4]([O:24][S:25]([C:28]2[CH:33]=[CH:32][CH:31]=[CH:30][C:29]=2[S:34]([N:37]2[CH2:42][CH2:41][N:40]([CH3:43])[CH2:39][CH2:38]2)(=[O:36])=[O:35])(=[O:27])=[O:26])[CH:5]=[C:6]([CH:23]=1)[O:7][CH2:8][CH2:9][CH2:10][O:11][NH2:45]. Procedure: A mixture 3-[5-methyl-3-(2-(4-methylpiperazinylsulfonyl)phenylsulfonyloxy)phenoxy]propoxyphthalimide (156 mg, 0.25 mmol), as prepared in the previous step, and 40% aqueous methylamine (1.50 mL, 21.5 mmol) in tetrahydrofuran (5 mL) and ethanol (5 mL) was stirred at room temperature for 4 hours. The solution was concentrated and the residue was purified by flash chromatography (10% methanol in dichloromethane) giving a slurry that was twice dissolved in diethyl ether, filtered, and concentrated gi...